From a dataset of the Open Reaction Database (ORD), a public repository of structured organic reaction records. describe an organic reaction: reactants, conditions, products, and yield Reactants: OCC1=CC=C(C=C1)OC(N(C1=CC=CC=C1)C)=O (methyl-phenyl-carbamic acid 4-hydroxymethyl-phenyl ester), SC1=NC=CC=C1 (2-mercaptopyridine). Yields the product S=C1N(C=CC=C1)CC1=CC=C(C=C1)OC(N(C1=CC=CC=C1)C)=O (Methyl-phenyl-carbamic acid 4-(2-thioxo-2H-pyridin-1-ylmethyl)-phenyl ester). Isolated yield 14.0%. Reaction SMILES: O[CH2:2][C:3]1[CH:8]=[CH:7][C:6]([O:9][C:10](=[O:19])[N:11]([CH3:18])[C:12]2[CH:17]=[CH:16][CH:15]=[CH:14][CH:13]=2)=[CH:5][CH:4]=1.[SH:20][C:21]1[CH:26]=[CH:25][CH:24]=[CH:23][N:22]=1>>[S:20]=[C:21]1[CH:26]=[CH:25][CH:24]=[CH:23][N:22]1[CH2:2][C:3]1[CH:8]=[CH:7][C:6]([O:9][C:10](=[O:19])[N:11]([CH3:18])[C:12]2[CH:17]=[CH:16][CH:15]=[CH:14][CH:13]=2)=[CH:5][CH:4]=1. Procedure details: The title compound was prepared in 14% yield as an oil using methyl-phenyl-carbamic acid 4-hydroxymethyl-phenyl ester and 2-mercaptopyridine. HPLC-MS: m/z=351.1 (M+1); Rt=3.95 min. Reactants: C(CCCCCCCCCCCCCCCCC)O[C@H]1[C@@H](O[C@@H]([C@H]1O)CO)N1C=NC=2C(=O)NC(N)=NC12 (2'-O-Octadecylguanosine), C[Si](C)(C)Cl (trimethylsilyl chloride), C(C(C)C)(=O)Cl (isobutyryl chloride). Run in N1=CC=CC=C1 (pyridine). The product is C(C(C)C)(=O)NC=1NC(C=2N=CN([C@H]3[C@H](OCCCCCCCCCCCCCCCCCC)[C@H](O)[C@@H](CO)O3)C2N1)=O (N2-Isobutyryl-2'-O-octadecylguanosine). Yield: 55.9%. As a reaction SMILES: [CH2:1]([O:19][C@@H:20]1[C@H:24]([OH:25])[C@@H:23]([CH2:26][OH:27])[O:22][C@H:21]1[N:28]1[C:38]2[N:37]=[C:35]([NH2:36])[NH:34][C:32](=[O:33])[C:31]=2[N:30]=[CH:29]1)[CH2:2][CH2:3][CH2:4][CH2:5][CH2:6][CH2:7][CH2:8][CH2:9][CH2:10][CH2:11][CH2:12][CH2:13][CH2:14][CH2:15][CH2:16][CH2:17][CH3:18].C[Si](Cl)(C)C.[C:44](Cl)(=[O:48])[CH:45]([CH3:47])[CH3:46]>N1C=CC=CC=1>[C:44]([NH:36][C:35]1[NH:34][C:32](=[O:33])[C:31]2[N:30]=[CH:29][N:28]([C:38]=2[N:37]=1)[C@@H:21]1[O:22][C@H:23]([CH2:26][OH:27])[C@@H:24]([OH:25])[C@H:20]1[O:19][CH2:1][CH2:2][CH2:3][CH2:4][CH2:5][CH2:6][CH2:7][CH2:8][CH2:9][CH2:10][CH2:11][CH2:12][CH2:13][CH2:14][CH2:15][CH2:16][CH2:17][CH3:18])(=[O:48])[CH:45]([CH3:47])[CH3:46]. Procedure details: 2'-O-Octadecylguanosine (1.9 g) in pyridine (150 ml) was treated with trimethylsilyl chloride (2 g, 5 eq) and isobutyryl chloride (2 g, 5 eq) as per the procedure of Example 4. The product was purified by silica gel chromatography (eluted with 3% MeOH/EtOAc) to yield 1.2 g of product. 1H NMR (DMSO-d6) δ 0.85 [t, 3, CH3 ], 1.15 [m, 38, O--CH2CH2 (CH2)16, CH(CH3)2 ], 2.77 [m, 1, CH(CH3)2 ], 4.25 (m, 2, 2'H, 3'H); 5.08 (t, 1, 5'-OH), 5.12 (d, 1, 3'-OH), 5.87 (d, 1, 1'-H), 8.27 (s, 1, 8-H), 11.68 (s...